Dataset: the Open Reaction Database (ORD), a public repository of structured organic reaction records. Task: describe an organic reaction: reactants, conditions, products, and yield Starting materials: NC1=C(C=C(C=C1C)C(=O)OCC)C (ethyl 4-aminomesitylenate), S(=O)([O-])[O-].[Na+].[Na+] (sodium sulfite), [Cu](C#N)C#N (copper cyanide), [C-]#N.[K+] (potassium cyanide), C([O-])([O-])=O.[Na+].[Na+] (sodium carbonate). Solvent: Cl (hydrochloric acid), O (water), C(C)(=O)OCC (ethyl acetate), O (water). Conditions: temperature 0 celsius, time 1 hour. Product: C(#N)C1=C(C=C(C=C1C)C(=O)OCC)C (Ethyl 4-Cyanomesitylenate). The yield is 79.2%. RXN SMILES: N[C:2]1[C:7]([CH3:8])=[CH:6][C:5]([C:9]([O:11][CH2:12][CH3:13])=[O:10])=[CH:4][C:3]=1[CH3:14].S([O-])([O-])=O.[Na+].[Na+].C(=O)([O-])[O-].[Na+].[Na+].[Cu](C#N)[C:28]#[N:29].[C-]#N.[K+]>Cl.O.C(OCC)(=O)C>[C:28]([C:2]1[C:7]([CH3:8])=[CH:6][C:5]([C:9]([O:11][CH2:12][CH3:13])=[O:10])=[CH:4][C:3]=1[CH3:14])#[N:29] |f:1.2.3,4.5.6,8.9|. Procedure details: To a solution of ethyl 4-aminomesitylenate (6.6 g) in conc. hydrochloric acid (50 ml) was added a solution of sodium sulfite (2.6 g) in water (15 ml) at 0-5° C. over 30 min. This reaction mixture was stirred at 0° C. for 1 hr. To this reaction mixture was neutralized by adding sodium carbonate and then ethyl acetate (100 ml) was added. To a solution of copper cyanide (6.8 g) in water (100 ml) was added potassium cyanide (18 g) and the mixture was stirred at 0° C. for 30 min. The above-mentioned ... Starting materials: C(C)(=O)[O-].[NH4+] (Ammonium acetate), C(C)(=O)C1=CC=C(C=N1)NC1=NC=C(C(=N1)CCC1=C(C=CC=C1)C1(CC1)C(=O)N)Cl (1-(2-(2-(2-((6-Acetylpyridin-3-yl)amino)-5-chloropyrimidin-4-yl)ethyl)phenyl)cyclopropanecarboxamide), C(#N)[BH3-].[Na+] (sodium cyanoborohydride), Cl (hydrochloride), C(#N)[BH3-].[Na+] (Sodium cyanoborohydride). The solvent is O (Water), CO (MeOH), C1CCOC1 (THF). Conditions: time 20 minute. The product is NC(C)C1=CC=C(C=N1)NC1=NC=C(C(=N1)CCC1=C(C=CC=C1)C1(CC1)C(=O)N)Cl (1-(2-(2-(2-((6-(1-Aminoethyl)pyridin-3-yl)amino)-5-chloropyrimidin-4-yl)ethyl)phenyl)cyclopropanecarboxamide). Yield: 85.6%. As a reaction SMILES: C([O-])(=O)C.[NH4+].[C:6]([C:9]1[N:14]=[CH:13][C:12]([NH:15][C:16]2[N:21]=[C:20]([CH2:22][CH2:23][C:24]3[CH:29]=[CH:28][CH:27]=[CH:26][C:25]=3[C:30]3([C:33]([NH2:35])=[O:34])[CH2:32][CH2:31]3)[C:19]([Cl:36])=[CH:18][N:17]=2)=[CH:11][CH:10]=1)(=O)[CH3:7].C([BH3-])#[N:38].[Na+].Cl>CO.C1COCC1.O>[NH2:38][CH:6]([C:9]1[N:14]=[CH:13][C:12]([NH:15][C:16]2[N:21]=[C:20]([CH2:22][CH2:23][C:24]3[CH:29]=[CH:28][CH:27]=[CH:26][C:25]=3[C:30]3([C:33]([NH2:35])=[O:34])[CH2:31][CH2:32]3)[C:19]([Cl:36])=[CH:18][N:17]=2)=[CH:11][CH:10]=1)[CH3:7] |f:0.1,3.4|. Reported procedure: Ammonium acetate (0.587 g, 7.61 mmol) was added to a solution of 1-(2-(2-(2-((6-Acetylpyridin-3-yl)amino)-5-chloropyrimidin-4-yl)ethyl)phenyl)cyclopropanecarboxamide 32 (0.166 g, 0.381 mmol) in MeOH (5 mL) and THF (5 mL) and the mixture was stirred for 20 minutes under a nitrogen atmosphere. Sodium cyanoborohydride (0.017 g, 0.27 mmol) was added and the mixture was stirred for 5 hours. Additional sodium cyanoborohydride (0.017 g, 0.27 mmol) was added and the mixture was stirred for 22 hours at 3...